From a dataset of the Open Reaction Database (ORD), a public repository of structured organic reaction records. describe an organic reaction: reactants, conditions, products, and yield Reactants: CN(C(=O)SC1=C(C=O)C=C(C=C1OC)C)C (2-Dimethylcarbamoylthio-3-methoxy-5-methylbenzaldehyde), [H-].[Al+3].[Li+].[H-].[H-].[H-] (lithium aluminium hydride). Yields the product OCC1=C(C(=CC(=C1)C)OC)S (2-Hydroxymethyl-6-methoxy-4-methylthiophenol). RXN SMILES: CN(C)C([S:5][C:6]1[C:13]([O:14][CH3:15])=[CH:12][C:11]([CH3:16])=[CH:10][C:7]=1[CH:8]=[O:9])=O.[H-].[Al+3].[Li+].[H-].[H-].[H-]>>[OH:9][CH2:8][C:7]1[CH:10]=[C:11]([CH3:16])[CH:12]=[C:13]([O:14][CH3:15])[C:6]=1[SH:5] |f:1.2.3.4.5.6|. Procedure: 59 g (0.23 mol) of the compound from Example 14 are reduced with 11.4 g (0.3 mol) of lithium aluminium hydride analogously to Example 6.